This data is from the Open Reaction Database (ORD), a public repository of structured organic reaction records. The task is: describe an organic reaction: reactants, conditions, products, and yield The reactants are C(CCC)C=1N(C(=C(N1)C(C)(C)O)C#N)C(C1=CC=CC=C1)(C1=CC=CC=C1)C1=CC=CC=C1 (2-butyl-5-cyano-4-(1-hydroxy-1-methylethyl)-1-tritylimidazole). The solvent is C(C)(=O)O (acetic acid). Reaction conditions: temperature 50 celsius, time 3 hour. The product is C(CCC)C=1NC(=C(N1)C(C)(C)O)C#N (2-Butyl-5-cyano-4-(1-hydroxy-1-methylethyl)imidazole). Isolated yield 100.1%. As a reaction SMILES: [CH2:1]([C:5]1[N:6](C(C2C=CC=CC=2)(C2C=CC=CC=2)C2C=CC=CC=2)[C:7]([C:14]#[N:15])=[C:8]([C:10]([OH:13])([CH3:12])[CH3:11])[N:9]=1)[CH2:2][CH2:3][CH3:4]>C(O)(=O)C>[CH2:1]([C:5]1[NH:6][C:7]([C:14]#[N:15])=[C:8]([C:10]([OH:13])([CH3:11])[CH3:12])[N:9]=1)[CH2:2][CH2:3][CH3:4]. Procedure: A mixture of 1.3 g of 2-butyl-5-cyano-4-(1-hydroxy-1-methylethyl)-1-tritylimidazole [prepared as described in step (i) above] and 26 ml of 75% v/v aqueous acetic acid was stirred at 50° C. for 3 hours, and then the solvent was removed by distillation under reduced pressure. The resulting residue was washed with carbon tetrachloride and purified by column chromatography through silica gel, using a 10:1 by volume mixture of methylene chloride and methanol as the eluent, and the product was crystal... Starting materials: O=C([O-])[O-], COC(=O)c1ccc([N+](=O)[O-])c(O)c1, CN(C)C=O, [Cs+], [Cs+], CC(C)I, O. The product is COC(=O)c1ccc([N+](=O)[O-])c(OC(C)C)c1. Reaction SMILES: [C:19](=[O:20])([O-:21])[O-:22].[CH3:1][O:2][C:3]([c:4]1[cH:5][c:6]([OH:13])[c:7]([N+:10](=[O:11])[O-:12])[cH:8][cH:9]1)=[O:14].[CH3:25][N:26]([CH3:27])[CH:28]=[O:29].[Cs+:23].[Cs+:24].[I:15][CH:16]([CH3:17])[CH3:18].[OH2:30]>>[CH3:1][O:2][C:3]([c:4]1[cH:5][c:6]([O:13][CH:16]([CH3:17])[CH3:18])[c:7]([N+:10](=[O:11])[O-:12])[cH:8][cH:9]1)=[O:14]. Solvent: O1CCCC1 (tetrahydrofuran), O1CCCC1 (tetrahydrofuran). Run at time 1 hour. The product is C(C1=CC=CC=C1)OC1=C(C=CC=C1C(C)(C)C)C(O)(C1=CC=CC=C1)C=1C=C(C=CC1)C1=C(C=CC=C1)OC ((2-(Benzyloxy)-3-tert-butylphenyl)(2′-methoxybiphenyl-3-yl)(phenyl)methanol). Procedure details: A solution of 3′-bromo-2-methoxybiphenyl (1 g, 3.8 mmol) in anhydrous tetrahydrofuran (15 mL) was stirred at −78° C. and 2.5M n-butyllithium in hexanes (1.6 mL, 4 mmol) was added at such a rate that the temperature did not exceed −70° C. Stirring was continued at −78° C. for 1 hr. A solution of (2-(benzyloxy)-3-tert-butylphenyl)(phenyl)methanone (1.3 g, 3.8 mmol) in tetrahydrofuran (5 mL) was added at such a rate that the temperature did not exceed −65° C. The reaction mixture was allowed to rea... As a reaction SMILES: Br[C:2]1[CH:3]=[C:4]([C:8]2[CH:13]=[CH:12][CH:11]=[CH:10][C:9]=2[O:14][CH3:15])[CH:5]=[CH:6][CH:7]=1.C([Li])CCC.[CH2:21]([O:28][C:29]1[C:34]([C:35]([CH3:38])([CH3:37])[CH3:36])=[CH:33][CH:32]=[CH:31][C:30]=1[C:39]([C:41]1[CH:46]=[CH:45][CH:44]=[CH:43][CH:42]=1)=[O:40])[C:22]1[CH:27]=[CH:26][CH:25]=[CH:24][CH:23]=1.[Cl-].[NH4+]>O1CCCC1>[CH2:21]([O:28][C:29]1[C:34]([C:35]([CH3:38])([CH3:37])[CH3:36])=[CH:33][CH:32]=[CH:31][C:30]=1[C:39]([C:2]1[CH:3]=[C:4]([C:8]2[CH:13]=[CH:12][CH:11]=[CH:10][C:9]=2[O:14][CH3:15])[CH:5]=[CH:6][CH:7]=1)([C:41]1[CH:42]=[CH:43][CH:44]=[CH:45][CH:46]=1)[OH:40])[C:22]1[CH:23]=[CH:24][CH:25]=[CH:26][CH:27]=1 |f:3.4|. Starting materials: C(C1=CC=CC=C1)OC1=C(C=CC=C1C(C)(C)C)C(=O)C1=CC=CC=C1 ((2-(benzyloxy)-3-tert-butylphenyl)(phenyl)methanone), BrC=1C=C(C=CC1)C1=C(C=CC=C1)OC (3′-bromo-2-methoxybiphenyl), C(CCC)[Li] (n-butyllithium), hexanes, [Cl-].[NH4+] (ammonium chloride). Isolated yield 59.7%. The reactants are CC(C)=O, C=CCOC(=O)c1cccc(CCl)c1, [I-], [Na+]. Product: C=CCOC(=O)c1cccc(CI)c1. RXN SMILES: [CH3:17][C:18](=[O:19])[CH3:20].[Cl:1][CH2:2][c:3]1[cH:4][c:5]([C:6](=[O:7])[O:8][CH2:9][CH:10]=[CH2:11])[cH:12][cH:13][cH:14]1.[I-:16].[Na+:15]>>[CH2:2]([c:3]1[cH:4][c:5]([C:6](=[O:7])[O:8][CH2:9][CH:10]=[CH2:11])[cH:12][cH:13][cH:14]1)[I:16]. Reactants: NC=1C=C2C(C(N(C2=CC1[N+](=O)[O-])CCCCC)=O)(C)C (5-Amino-3,3-dimethyl-6-nitro-1-pentyl-1,3-dihydro-indol-2-one), [N+](=O)([O-])C=1C=C(C=CC1)/C=C/C(=O)Cl ((E)-3-(3-nitro-phenyl)-acryloyl chloride). The product is NC=1C=C(C=CC1)/C=C/C1=NC=2C(=CC=3C(C(N(C3C2)CCCCC)=O)(C)C)N1 (2-[(E)-2-(3-Amino-phenyl)-vinyl]-7,7-dimethyl-5-pentyl-5,7-dihydro-1H-imidazo[4,5-f]indol-6-one). Yield: 52.9%. As a reaction SMILES: [NH2:1][C:2]1[CH:3]=[C:4]2[C:8](=[CH:9][C:10]=1[N+:11]([O-])=O)[N:7]([CH2:14][CH2:15][CH2:16][CH2:17][CH3:18])[C:6](=[O:19])[C:5]2([CH3:21])[CH3:20].[N+:22]([C:25]1[CH:26]=[C:27](/[CH:31]=[CH:32]/[C:33](Cl)=O)[CH:28]=[CH:29][CH:30]=1)([O-])=O>>[NH2:22][C:25]1[CH:26]=[C:27](/[CH:31]=[CH:32]/[C:33]2[NH:1][C:2]3=[CH:3][C:4]4[C:5]([CH3:21])([CH3:20])[C:6](=[O:19])[N:7]([CH2:14][CH2:15][CH2:16][CH2:17][CH3:18])[C:8]=4[CH:9]=[C:10]3[N:11]=2)[CH:28]=[CH:29][CH:30]=1. Procedure details: 2-[(E)-2-(3-Amino-phenyl)-vinyl]-7,7-dimethyl-5-pentyl-5,7-dihydro-1H-imidazo[4,5-f]indol-6-one (177 mg) is prepared from A8 (251 mg) and (E)-3-(3-nitro-phenyl)-acryloyl chloride (200 mg; 1.01 mmol) as described in Example 28a and b. The reactants are [Br-], C1CCOC1, CO, C[Mg+], ClCCl, CC(=O)Cc1cccc(C(=O)O)c1, O. The product is CC(C)(O)Cc1cccc(C(=O)O)c1. Reaction SMILES: [Br-:1].[CH2:22]1[O:23][CH2:24][CH2:25][CH2:26]1.[CH3:20][OH:21].[CH3:2][Mg+:3].[Cl:17][CH2:18][Cl:19].[O:4]=[C:5]([CH2:6][c:7]1[cH:8][c:9]([C:10](=[O:11])[OH:12])[cH:13][cH:14][cH:15]1)[CH3:16].[OH2:27]>>[OH:4][C:5]([CH2:6][c:7]1[cH:8][c:9]([C:10](=[O:11])[OH:12])[cH:13][cH:14][cH:15]1)([CH3:16])[CH3:18]. The reactants are BrC1=CC=CC(=N1)C(CO)(C)NC(CCl)=O (N-[1-(6-bromo-pyridin-2-yl)-2-hydroxy-1-methyl-ethyl]-2-chloro-acetamide), CC(C)(C)[O-].[K+] (KOtBu). Solvent: C(C)(C)(C)O (tert-butanol). Reaction conditions: time 4 hour. Yields the product BrC1=CC=CC(=N1)C1(COCC(N1)=O)C (5-(6-Bromo-pyridin-2-yl)-5-methyl-morpholin-3-one). RXN SMILES: [Br:1][C:2]1[N:7]=[C:6]([C:8]([NH:12][C:13](=[O:16])[CH2:14]Cl)([CH3:11])[CH2:9][OH:10])[CH:5]=[CH:4][CH:3]=1.CC([O-])(C)C.[K+]>C(O)(C)(C)C>[Br:1][C:2]1[N:7]=[C:6]([C:8]2([CH3:11])[NH:12][C:13](=[O:16])[CH2:14][O:10][CH2:9]2)[CH:5]=[CH:4][CH:3]=1 |f:1.2|. Reported procedure: To a solution of N-[1-(6-bromo-pyridin-2-yl)-2-hydroxy-1-methyl-ethyl]-2-chloro-acetamide in tert-butanol (90 ml) was added KOtBu and the reaction mixture was stirred at rt for 4 h. The reaction mixture was quenched with H2O and diluted with EtOAc. The phases were separated and the aq. phase was twice extracted with EtOAc. The combined org. phases were washed with brine, dried over Na2SO4, filtered and the solvent was removed to leave the title compound as a pale yellow solid. HPLC RtH4=0.73 min... The reactants are N1(CCCCC1)C(N)=N (piperidine-1-carboximidamide), C(C1=CC=CC=C1)(=O)C(C(=O)OCC)C(C(=O)OCC)CCC (diethyl 2-benzoyl-3-propylsuccinate), C[O-].[Na+] (sodium methoxide). Run in CO (methanol), CO (methanol). Product: O=C1C(=C(N=C(N1)N1CCCCC1)C1=CC=CC=C1)C(C(=O)O)CCC (2-(6-oxo-4-phenyl-2-(piperidin-1-yl)-1,6-dihydropyrimidin-5-yl)pentanoic acid). As a reaction SMILES: [N:1]1([C:7](=[NH:9])[NH2:8])[CH2:6][CH2:5][CH2:4][CH2:3][CH2:2]1.[C:10]([CH:18]([CH:24]([CH2:30][CH2:31][CH3:32])[C:25]([O:27]CC)=[O:26])[C:19](OCC)=[O:20])(=O)[C:11]1[CH:16]=[CH:15][CH:14]=[CH:13][CH:12]=1.C[O-].[Na+]>CO>[O:20]=[C:19]1[NH:8][C:7]([N:1]2[CH2:6][CH2:5][CH2:4][CH2:3][CH2:2]2)=[N:9][C:10]([C:11]2[CH:12]=[CH:13][CH:14]=[CH:15][CH:16]=2)=[C:18]1[CH:24]([CH2:30][CH2:31][CH3:32])[C:25]([OH:27])=[O:26] |f:2.3|. Procedure: To a solution of piperidine-1-carboximidamide (dimer complexated with H2SO4) (0.6 g; 4.71 mmol) and diethyl 2-benzoyl-3-propylsuccinate (1.51 g; 4.71 mmol) in methanol (5 mL) was slowly added a solution of sodium methoxide in methanol (25% w:w) (2.16 mL; 9.43 mmol) and the reaction was heated to reflux for 21 h. The volatiles were removed under reduced pressure and the crude residue was used as such in the next reaction. The reactants are [Br-], O=C1CCC(=O)N1Br, CC[Mg+], C1CCOC1, O=C(C=CCC(F)(F)F)N1C(=O)OCC1Cc1ccccc1, CSC. The product is CCC(CC(F)(F)F)C(Br)C(=O)N1C(=O)OCC1Cc1ccccc1. RXN SMILES: [Br-:1].[Br:27][N:28]1[C:29](=[O:30])[CH2:31][CH2:32][C:33]1=[O:34].[CH2:2]([CH3:3])[Mg+:4].[CH2:35]1[O:36][CH2:37][CH2:38][CH2:39]1.[CH2:5]([c:6]1[cH:7][cH:8][cH:9][cH:10][cH:11]1)[CH:12]1[N:13]([C:18]([CH:19]=[CH:20][CH2:21][C:22]([F:23])([F:24])[F:25])=[O:26])[C:14](=[O:17])[O:15][CH2:16]1.[CH3:40][S:41][CH3:42]>>[CH2:2]([CH3:3])[CH:20]([CH:19]([C:18]([N:13]1[CH:12]([CH2:5][c:6]2[cH:7][cH:8][cH:9][cH:10][cH:11]2)[CH2:16][O:15][C:14]1=[O:17])=[O:26])[Br:27])[CH2:21][C:22]([F:23])([F:24])[F:25].